This data is from the Open Reaction Database (ORD), a public repository of structured organic reaction records. The task is: describe an organic reaction: reactants, conditions, products, and yield Reactants: C=CCBr, CCOC(=O)C1CCc2cc(O)c(C(C)=O)cc2C1, O=C([O-])[O-], CN(C)C=O, [I-], [K+], [K+], [K+]. Product: C=CCOc1cc2c(cc1C(C)=O)CC(C(=O)OCC)CC2. As a reaction SMILES: [Br:20][CH2:21][CH:22]=[CH2:23].[C:1]([CH3:2])(=[O:3])[c:4]1[c:5]([OH:19])[cH:6][c:7]2[c:12]([cH:13]1)[CH2:11][CH:10]([C:14](=[O:15])[O:16][CH2:17][CH3:18])[CH2:9][CH2:8]2.[C:24](=[O:25])([O-:26])[O-:27].[CH3:32][N:33]([CH3:34])[CH:35]=[O:36].[I-:31].[K+:28].[K+:29].[K+:30]>>[C:1]([CH3:2])(=[O:3])[c:4]1[c:5]([O:19][CH2:23][CH:22]=[CH2:21])[cH:6][c:7]2[c:12]([cH:13]1)[CH2:11][CH:10]([C:14](=[O:15])[O:16][CH2:17][CH3:18])[CH2:9][CH2:8]2. RXN SMILES: P(Cl)(Cl)(Cl)=O.[CH:6]([NH:8][C:9]1[S:10][CH:11]=[C:12]([C:14](=[N:18][O:19][CH3:20])[C:15]([OH:17])=O)[N:13]=1)=[O:7].[NH2:21][CH:22]1[C:33](=[O:34])[N:24]2[CH:25]([C:30]([OH:32])=[O:31])[CH:26]([OH:29])[CH2:27][S:28][C@H:23]12.C[Si](CC(N)=O)(C)C.C(=O)(O)[O-].[Na+:47]>C(OCC)(=O)C.O.CN(C)C=O>[CH:6]([NH:8][C:9]1[S:10][CH:11]=[C:12]([C:14](=[N:18][O:19][CH3:20])[C:15]([NH:21][CH:22]2[C:33](=[O:34])[N:24]3[CH:25]([C:30]([O-:32])=[O:31])[CH:26]([OH:29])[CH2:27][S:28][C@H:23]23)=[O:17])[N:13]=1)=[O:7].[Na+:47] |f:4.5,9.10|. Solvent: C(C)(=O)OCC (ethyl acetate), CN(C=O)C (N,N-dimethylformamide), C(C)(=O)OCC (ethyl acetate), O (Water). Reaction conditions: time 30 minute. The reactants are P(=O)(Cl)(Cl)Cl (Phosphoryl chloride), NC1[C@@H]2N(C(C(CS2)O)C(=O)O)C1=O (7-amino-3-hydroxycepham-4-carboxylic acid), C[Si](C)(C)CC(=O)N (trimethylsilylacetamide), C(=O)NC=1SC=C(N1)C(C(=O)O)=NOC (2-(2-Formamidothiazol-4-yl)-2-methoxyiminoacetic acid), resultant solution, C([O-])(O)=O.[Na+] (sodium bicarbonate). Procedure: Phosphoryl chloride (704 mg.) was added dropwise to a solution of N,N-dimethylformamide (336 mg.) in ethyl acetate (8 ml.) below 5° C. and stirred at the same temperature for 30 minutes. 2-(2-Formamidothiazol-4-yl)-2-methoxyiminoacetic acid (syn isomer, 1 g.) was added to the solution and stirred at 5° to 10° C. for an hour. The solution was added dropwise to a solution of 7-amino-3-hydroxycepham-4-carboxylic acid (872 mg.) and trimethylsilylacetamide (1.05 g.) in ethyl acetate (20 ml.) at -20° ... The product is C(=O)NC=1SC=C(N1)C(C(=O)NC1[C@@H]2N(C(C(CS2)O)C(=O)[O-])C1=O)=NOC.[Na+] (sodium 7-[2-(2-formamidothiazol-4-yl)-2-methoxyiminoacetamido]-3-hydroxycepham-4-carboxylate).